Dataset: the Open Reaction Database (ORD), a public repository of structured organic reaction records. Task: describe an organic reaction: reactants, conditions, products, and yield Starting materials: O=S1(=O)CCCC1, O=C(O)c1cc(F)c([N+](=O)[O-])cc1Cl, [F-], [K+]. Yields the product O=C(O)c1cc(F)c(F)cc1Cl. Reaction SMILES: [CH2:17]1[S:18](=[O:19])(=[O:20])[CH2:21][CH2:22][CH2:23]1.[Cl:1][c:2]1[c:3]([C:4](=[O:5])[OH:6])[cH:7][c:8]([F:14])[c:9]([N+:11]([O-:12])=[O:13])[cH:10]1.[F-:15].[K+:16]>>[Cl:1][c:2]1[c:3]([C:4](=[O:5])[OH:6])[cH:7][c:8]([F:14])[c:9]([F:15])[cH:10]1. The reactants are N[C@H]1CN(CCC1)C1=CC(N(C(N1CC1=C(C#N)C=CC=C1)=O)CC1=CC(=CC=C1)C#N)=O (2-{6-[3(R)-Amino-piperidin-1-yl]-3-(3-cyano-benzyl)-2,4-dioxo-3,4-dihydro-2H-pyrimidin-1-ylmethyl}-benzonitrile), COC(C1=CC(=CC=C1)CBr)=O (3-bromomethyl-benzoic acid methyl ester). Product: COC(C1=CC(=CC=C1)CN1C(N(C(=CC1=O)N1C[C@@H](CCC1)N)CC1=C(C=CC=C1)C#N)=O)=O (3-{4-[3(R)-Amino-piperidin-1-yl]-3-(2-cyano-benzyl)-2,6-dioxo-3,6-dihydro-2H-pyrimidin-1-ylmethyl}-benzoic acid methyl ester). Reaction SMILES: [NH2:1][C@@H:2]1[CH2:7][CH2:6][CH2:5][N:4]([C:8]2[N:13]([CH2:14][C:15]3[CH:22]=[CH:21][CH:20]=[CH:19][C:16]=3[C:17]#[N:18])[C:12](=[O:23])[N:11](CC3C=CC=C(C#N)C=3)[C:10](=[O:33])[CH:9]=2)[CH2:3]1.[CH3:34][O:35][C:36](=[O:45])[C:37]1[CH:42]=[CH:41][CH:40]=[C:39]([CH2:43]Br)[CH:38]=1>>[CH3:34][O:35][C:36](=[O:45])[C:37]1[CH:42]=[CH:41][CH:40]=[C:39]([CH2:43][N:11]2[C:10](=[O:33])[CH:9]=[C:8]([N:4]3[CH2:5][CH2:6][CH2:7][C@@H:2]([NH2:1])[CH2:3]3)[N:13]([CH2:14][C:15]3[CH:22]=[CH:21][CH:20]=[CH:19][C:16]=3[C:17]#[N:18])[C:12]2=[O:23])[CH:38]=1. Procedure details: Title compound 24 was prepared by the methods used in the preparation of compound 17, except that 3-bromomethyl-benzoic acid methyl ester was used in the place of m-cyano-benzyl bromide. 1H-NMR (400 MHz, CDCl3-CD3OD 10:1) δ 7.99 (s, 1H), 7.91 (d, J=7.8 Hz, 1H), 7.65 (d, J=7.6 Hz, 1H), 7.56 (d, J=7.9 Hz, 1H), 7.52 (d, J=7.6 Hz, 1H), 7.39 (t, J=7.6 Hz, 1H), 7.34 (t, J=7.6 Hz, 1H), 7.23 (d, J=8.1 Hz, 1H), 5.44 (s, 1H), 5.12-5.31 (ABq, J=43.7, 15.9 Hz, 2H), 5.08 (s, 2H), 3.90 (s, 3H), 3.31-3.39 (m, ... Reactants: O (H2O), C(C)(C)(C)OC(=O)N1[C@@H](CCC1)C=1NC(=C(C(C1C(=O)OCC)C1=CC=C(C(=O)O)C=C1)C(=O)OCC)CCC(F)(F)F (4-[2-[(2S)-1-(tert-butoxycarbonyl)pyrrolidinyl]-3,5-bis(ethoxycarbonyl)-6-(3,3,3-trifluoropropyl)-1,4-dihydro-4-pyridinyl]benzoic acid), [N+](=O)([O-])[O-].[NH4+].[Ce] (cerium ammonium nitrate). Run in C(C)(=O)OCC (ethyl acetate), C(C)#N (acetonitrile). Run at time 45 minute. Product: C(C)(C)(C)OC(=O)N1[C@@H](CCC1)C1=NC(=C(C(=C1C(=O)OCC)C1=CC=C(C(=O)O)C=C1)C(=O)OCC)CCC(F)(F)F (4-[2-[(2S)-1-(tert-butoxycarbonyl)-2-pyrrolidinyl]-3,5-bis(ethoxycarbonyl)-6(3,3,3-trifluoropropyl)-4-pyridinyl]benzoic acid). Reaction SMILES: [C:1]([O:5][C:6]([N:8]1[CH2:12][CH2:11][CH2:10][C@H:9]1[C:13]1[NH:14][C:15]([CH2:38][CH2:39][C:40]([F:43])([F:42])[F:41])=[C:16]([C:33]([O:35][CH2:36][CH3:37])=[O:34])[CH:17]([C:24]2[CH:32]=[CH:31][C:27]([C:28]([OH:30])=[O:29])=[CH:26][CH:25]=2)[C:18]=1[C:19]([O:21][CH2:22][CH3:23])=[O:20])=[O:7])([CH3:4])([CH3:3])[CH3:2].O.[N+]([O-])([O-])=O.[NH4+].[Ce]>C(#N)C.C(OCC)(=O)C>[C:1]([O:5][C:6]([N:8]1[CH2:12][CH2:11][CH2:10][C@H:9]1[C:13]1[C:18]([C:19]([O:21][CH2:22][CH3:23])=[O:20])=[C:17]([C:24]2[CH:25]=[CH:26][C:27]([C:28]([OH:30])=[O:29])=[CH:31][CH:32]=2)[C:16]([C:33]([O:35][CH2:36][CH3:37])=[O:34])=[C:15]([CH2:38][CH2:39][C:40]([F:43])([F:42])[F:41])[N:14]=1)=[O:7])([CH3:3])([CH3:4])[CH3:2] |f:2.3.4|. Reported procedure: 4-[2-[(2S)-1-(tert-butoxycarbonyl)pyrrolidinyl]-3,5-bis(ethoxycarbonyl)-6-(3,3,3-trifluoropropyl)-1,4-dihydro-4-pyridinyl]benzoic acid (3.21 g, 6.91 mmol) was dissolved in a 50:50 mixture of acetonitrile:H2O. To the mixture cerium ammonium nitrate was added (8.96 g, 13.8 mmol) and stirred for 45 minutes. The reaction mixture was dissolved in 100 mL of ethyl acetate and washed with H2O (2×50 mL) and brine. The organics were then dried over sodium sulfate, filtered and concentrated to yield a oran... Reactants: CSc1ccc(-c2coc3ccc(-c4nnc(C)o4)cc23)cc1, O=C(OO)c1cccc(Cl)c1, ClCCl. The product is Cc1nnc(-c2ccc3occ(-c4ccc(S(C)=O)cc4)c3c2)o1. Reaction SMILES: [CH3:1][c:2]1[o:3][c:4](-[c:7]2[cH:8][cH:9][c:10]3[c:11]([c:12](-[c:15]4[cH:16][cH:17][c:18]([S:21][CH3:22])[cH:19][cH:20]4)[cH:13][o:14]3)[cH:23]2)[n:5][n:6]1.[Cl:24][c:25]1[cH:26][cH:27][cH:28][c:29]([C:30]([O:31][OH:33])=[O:32])[cH:34]1.[Cl:35][CH2:36][Cl:37]>>[CH3:1][c:2]1[o:3][c:4](-[c:7]2[cH:8][cH:9][c:10]3[c:11]([c:12](-[c:15]4[cH:16][cH:17][c:18]([S:21]([CH3:22])=[O:32])[cH:19][cH:20]4)[cH:13][o:14]3)[cH:23]2)[n:5][n:6]1. Reactants: CO, COC(=O)NC(C)CNc1nccc(-c2c(-c3cc(F)cc(N)c3Cl)nc(C3CC3)n2COCC[Si](C)(C)C)n1, Cc1ccc(S(=O)(=O)O)cc1. The product is COC(=O)NC(C)CNc1nccc(-c2[nH]c(C3CC3)nc2-c2cc(F)cc(N)c2Cl)n1. RXN SMILES: [CH3:52][OH:53].[NH2:1][c:2]1[c:3]([Cl:40])[c:4](-[c:9]2[n:10][c:11]([CH:37]3[CH2:38][CH2:39]3)[n:12]([CH2:29][O:30][CH2:31][CH2:32][Si:33]([CH3:34])([CH3:35])[CH3:36])[c:13]2-[c:14]2[n:15][c:16]([NH:20][CH2:21][CH:22]([CH3:23])[NH:24][C:25]([O:26][CH3:27])=[O:28])[n:17][cH:18][cH:19]2)[cH:5][c:6]([F:8])[cH:7]1.[c:41]1([CH3:42])[cH:43][cH:44][c:45]([S:46]([OH:47])(=[O:48])=[O:49])[cH:50][cH:51]1>>[NH2:1][c:2]1[c:3]([Cl:40])[c:4](-[c:9]2[n:10][c:11]([CH:37]3[CH2:38][CH2:39]3)[nH:12][c:13]2-[c:14]2[n:15][c:16]([NH:20][CH2:21][CH:22]([CH3:23])[NH:24][C:25]([O:26][CH3:27])=[O:28])[n:17][cH:18][cH:19]2)[cH:5][c:6]([F:8])[cH:7]1. The reactants are CC(=O)O, CC(C)=CC(=O)O, [N-]=[N+]=[N-], [Na+], O. The product is CC(C)(CC(=O)O)N=[N+]=[N-]. RXN SMILES: [CH3:13][C:14](=[O:15])[OH:16].[CH3:5][C:6](=[CH:7][C:8](=[O:9])[OH:10])[CH3:11].[N-:2]=[N+:3]=[N-:4].[Na+:1].[OH2:12]>>[N:2](=[N+:3]=[N-:4])[C:6]([CH3:5])([CH2:7][C:8](=[O:9])[OH:10])[CH3:11]. Reactants: CCN(C(C)C)C(C)C, Cl, CCOC(=O)C1=C(O)c2ccc(F)c(F)c2C(C)(C)C1=O, CC(C)(C)OC(=O)CN, C1COCCO1. Product: CC(C)(C)OC(=O)CNC(=O)C1=C(O)c2ccc(F)c(F)c2C(C)(C)C1=O. RXN SMILES: [CH2:32]([N:33]([CH:34]([CH3:35])[CH3:36])[CH:37]([CH3:38])[CH3:39])[CH3:40].[ClH:22].[F:1][c:2]1[cH:3][cH:4][c:5]2[c:10]([c:11]1[F:12])[C:9]([CH3:13])([CH3:14])[C:8](=[O:15])[C:7]([C:16](=[O:17])[O:18][CH2:19][CH3:20])=[C:6]2[OH:21].[NH2:23][CH2:24][C:25](=[O:26])[O:27][C:28]([CH3:29])([CH3:30])[CH3:31].[O:41]1[CH2:42][CH2:43][O:44][CH2:45][CH2:46]1>>[F:1][c:2]1[cH:3][cH:4][c:5]2[c:10]([c:11]1[F:12])[C:9]([CH3:13])([CH3:14])[C:8](=[O:15])[C:7]([C:16](=[O:17])[NH:23][CH2:24][C:25](=[O:26])[O:27][C:28]([CH3:29])([CH3:30])[CH3:31])=[C:6]2[OH:21].